Task: describe an organic reaction: reactants, conditions, products, and yield. Dataset: the Open Reaction Database (ORD), a public repository of structured organic reaction records Reactants: CNC([O-])=O (methylcarbamate), C(C)(=O)OC(C)=O (acetic anhydride), [N+](=O)(O)[O-] (HNO3). The solvent is C(Cl)(Cl)Cl (CHCl3). Product: COC(=O)[N-][N+](=O)[O-].[NH4+] (Ammonium N(methoxycarbonyl)N-nitroamide). As a reaction SMILES: C[NH:2][C:3](=[O:5])[O-:4].[C:6](OC(=O)C)(=O)C.[N+:13]([O-:16])(O)=[O:14]>C(Cl)(Cl)Cl>[CH3:6][O:4][C:3]([N-:2][N+:13]([O-:16])=[O:14])=[O:5].[NH4+:2] |f:4.5|. Procedure: Ammonium N(methoxycarbonyl)N-nitroamide (ammonium N-nitromethylcarbamate) was prepared by suspending 1.05 moles of methylcarbamate in 400 ml. of CHCl3 cooled in an ice bath under an argon atmosphere. This suspension was treated with 1 mole of acetic anhydride followed by a slow dropwise addition of 1 mole of 98% HNO3. The reaction temperature got as high as 25° C. with continuous ice bath cooling of the reaction vessel. The reaction mass was stirred overnite and the temperature was allowed to sl... Starting materials: ClC(=O)N(C1=C(C=CC(=C1)Cl)Cl)C1=NC(=CC(=N1)C)C (N-chlorocarbonyl-N-(4,6-dimethylpyrimidin-2-yl)-2,5-dichloroaniline), N (ammonia). Solvent: C(Cl)(Cl)Cl (chloroform). Product: ClC1=C(C=C(C=C1)Cl)N(C(=O)N)C1=NC(=CC(=N1)C)C (N-(2,5-dichlorophenyl)-N-(4,6-dimethylpyrimidin-2-yl)-urea). As a reaction SMILES: Cl[C:2]([N:4]([C:13]1[N:18]=[C:17]([CH3:19])[CH:16]=[C:15]([CH3:20])[N:14]=1)[C:5]1[CH:10]=[C:9]([Cl:11])[CH:8]=[CH:7][C:6]=1[Cl:12])=[O:3].[NH3:21]>C(Cl)(Cl)Cl>[Cl:12][C:6]1[CH:7]=[CH:8][C:9]([Cl:11])=[CH:10][C:5]=1[N:4]([C:13]1[N:18]=[C:17]([CH3:19])[CH:16]=[C:15]([CH3:20])[N:14]=1)[C:2]([NH2:21])=[O:3]. Procedure details: 4.0 g (0.012 mole) of N-chlorocarbonyl-N-(4,6-dimethylpyrimidin-2-yl)-2,5-dichloroaniline are dissolved in 50 ml of chloroform. An excess of ammonia gas is introduced into the solution. When the exothermic reaction has subsided, the reaction mixture is washed twice with water, dried with magnesium sulfate and concentrated by evaporation. Starting materials: [H-].[Na+] (sodium hydride), Cl (hydrochloric acid), [I-].C[S+](=O)(C)C (trimethylsulfoxonium iodide), C1(CC1)N1C=C(C(C2=CC(=C(C(=C12)OC)C(=C)C(=O)OC(C1=CC=CC=C1)C1=CC=CC=C1)F)=O)C(=O)OCC (ethyl 1-cyclopropyl-7-(l-diphenylmethoxycarbonylvinyl)-6-fluoro-8-methoxy-1,4-dihydro-4-oxo-3-quinolinecarboxylate). Solvent: O (water), C(C)(=O)OCC (ethyl acetate), CN(C=O)C (N,N-dimethylformamide). Run at time 40 minute. Yields the product C1(CC1)N1C=C(C(C2=CC(=C(C(=C12)OC)C1(CC1)C(=O)OC(C1=CC=CC=C1)C1=CC=CC=C1)F)=O)C(=O)OCC (ethyl 1-cyclopropyl-7-(1-diphenylmethoxycarbonylcyclopropyl)-6- fluoro-8-methoxy-1,4-dihydro-4-oxo-3-quinolinecarboxylate). Yield: 26.9%. Reaction SMILES: [H-].[Na+].[I-].[CH3:4][S+](C)(C)=O.[CH:9]1([N:12]2[C:21]3[C:16](=[CH:17][C:18]([F:42])=[C:19]([C:24]([C:26]([O:28][CH:29]([C:36]4[CH:41]=[CH:40][CH:39]=[CH:38][CH:37]=4)[C:30]4[CH:35]=[CH:34][CH:33]=[CH:32][CH:31]=4)=[O:27])=[CH2:25])[C:20]=3[O:22][CH3:23])[C:15](=[O:43])[C:14]([C:44]([O:46][CH2:47][CH3:48])=[O:45])=[CH:13]2)[CH2:11][CH2:10]1.Cl>CN(C)C=O.O.C(OCC)(=O)C>[CH:9]1([N:12]2[C:21]3[C:16](=[CH:17][C:18]([F:42])=[C:19]([C:24]4([C:26]([O:28][CH:29]([C:30]5[CH:31]=[CH:32][CH:33]=[CH:34][CH:35]=5)[C:36]5[CH:41]=[CH:40][CH:39]=[CH:38][CH:37]=5)=[O:27])[CH2:4][CH2:25]4)[C:20]=3[O:22][CH3:23])[C:15](=[O:43])[C:14]([C:44]([O:46][CH2:47][CH3:48])=[O:45])=[CH:13]2)[CH2:10][CH2:11]1 |f:0.1,2.3|. Procedure: 160 mg of 60% sodium hydride was suspended in 18 ml of N,N-dimethylformamide and 877 mg of trimethylsulfoxonium iodide was added thereto under ice-cooling. After stirring at room temperature for 40 minutes, 1.80 g of ethyl 1-cyclopropyl-7-(l-diphenylmethoxycarbonylvinyl)-6-fluoro-8-methoxy-1,4-dihydro-4-oxo-3-quinolinecarboxylate was added thereto and the resulting mixture was stirred at 50° C. for 3 hours. To the reaction mixture, 30 ml of ethyl acetate and 15 ml of water were added and the pH ... Reactants: C1(=CC=CC=C1)CC(=O)O (phenylacetic acid), C(CC)C1=C(O)C=CC=C1O (2-(n-propyl)resorcinol). Solvent: OS(=O)(=O)C(F)(F)F (triflic acid). Yields the product OC1=C(C(=C(C=C1)C(CC1=CC=CC=C1)=O)O)CCC (1,3-dihydroxy-4-phenylacetyl-2-(n-propyl)benzene). RXN SMILES: [C:1]1([CH2:7][C:8]([OH:10])=O)[CH:6]=[CH:5][CH:4]=[CH:3][CH:2]=1.[CH2:11]([C:14]1[C:20]([OH:21])=[CH:19][CH:18]=[CH:17][C:15]=1[OH:16])[CH2:12][CH3:13]>OS(C(F)(F)F)(=O)=O>[OH:16][C:15]1[CH:17]=[CH:18][C:19]([C:8](=[O:10])[CH2:7][C:1]2[CH:2]=[CH:3][CH:4]=[CH:5][CH:6]=2)=[C:20]([OH:21])[C:14]=1[CH2:11][CH2:12][CH3:13]. Procedure: Using the procedure in Example 51, step 1, phenylacetic acid and 2-(n-propyl)resorcinol were condensed in triflic acid to form 1,3-dihydroxy-4-phenylacetyl-2-(n-propyl)benzene. The reactants are C(=O)C=1C=C(C(=O)O)C=CC1 (3-formylbenzoic acid), S(=O)(Cl)Cl (thionyl chloride), CN(C=O)C (dimethylformamide). Product: C(=O)C=1C=C(C(=O)Cl)C=CC1 (3-Formylbenzoyl chloride). Procedure details: A mixture of 3-formylbenzoic acid (84 grams (g), 0.558 moles), thionyl chloride (80.5 g, 0.71 moles), and dimethylformamide (3 milliliters (ml)), in toluene (500 ml) was slowly warmed to 70° C. and stirred at that temperature for 2 hours. The toluene was eliminated in the rotavap to yield 97.7 g of 3-formylbenzoyl used in the next step as such. Run in C1(=CC=CC=C1)C (toluene), C1(=CC=CC=C1)C (toluene). Conditions: time 2 hour. Reaction SMILES: [CH:1]([C:3]1[CH:4]=[C:5]([CH:9]=[CH:10][CH:11]=1)[C:6](O)=[O:7])=[O:2].S(Cl)([Cl:14])=O.CN(C)C=O>C1(C)C=CC=CC=1>[CH:1]([C:3]1[CH:4]=[C:5]([CH:9]=[CH:10][CH:11]=1)[C:6]([Cl:14])=[O:7])=[O:2]. The reactants are COC=1C=C2C=C(NC2=CC1)[Mg]Br (5-methoxy-indolyl-magnesium bromide), ClCC=1C=NC=CC1 (3-chloromethylpyridine). Yields the product COC=1C=C2C(=CNC2=CC1)CC=1C=NC=CC1 (5-methoxy-3-(pyridin-3-ylmethyl)-1H-indole). Reaction SMILES: [CH3:1][O:2][C:3]1[CH:4]=[C:5]2[C:9](=[CH:10][CH:11]=1)[NH:8][C:7]([Mg]Br)=[CH:6]2.Cl[CH2:15][C:16]1[CH:17]=[N:18][CH:19]=[CH:20][CH:21]=1>>[CH3:1][O:2][C:3]1[CH:4]=[C:5]2[C:9](=[CH:10][CH:11]=1)[NH:8][CH:7]=[C:6]2[CH2:15][C:16]1[CH:17]=[N:18][CH:19]=[CH:20][CH:21]=1. Procedure: The above mentioned compound was prepared analogously to the procedure described in J. Het. Chem. 3, 67 (1966) from 5-methoxy-indolyl-magnesium bromide and 3-chloromethylpyridine. After purification by Flash Chromatography on silica gel using as eluent methylene chloride/methanol/ammonia (98:2:0,1), the desired compound was obtained. The reactants are C(CCC)[Sn](CCCC)(CCCC)Cl (Tri-n-butylstannyl chloride), [Cl-].[NH4+] (ammonium chloride), C(CCC)[Li].CCCCCC (n-butyllithium n-hexane), C(C(C)(C)C)(=O)C=1N=CN2C1SC=C2 (7-pivaloylimidazo[5,1-b]thiazole). The solvent is C1CCOC1 (THF), C(C)(=O)OCC (Ethyl acetate). Reaction conditions: time 20 minute. Yields the product C(C(C)(C)C)(=O)C=1N=CN2C1SC(=C2)[Sn](CCCC)(CCCC)CCCC (7-Pivaloyl-2-(tri-n-butylstannyl)imidazo[5,1-b]thiazole). RXN SMILES: C([Li])CCC.CCCCCC.[C:12]([C:18]1[N:19]=[CH:20][N:21]2[CH:25]=[CH:24][S:23][C:22]=12)(=[O:17])[C:13]([CH3:16])([CH3:15])[CH3:14].[CH2:26]([Sn:30](Cl)([CH2:35][CH2:36][CH2:37][CH3:38])[CH2:31][CH2:32][CH2:33][CH3:34])[CH2:27][CH2:28][CH3:29].[Cl-].[NH4+]>C1COCC1.C(OCC)(=O)C>[C:12]([C:18]1[N:19]=[CH:20][N:21]2[CH:25]=[C:24]([Sn:30]([CH2:31][CH2:32][CH2:33][CH3:34])([CH2:35][CH2:36][CH2:37][CH3:38])[CH2:26][CH2:27][CH2:28][CH3:29])[S:23][C:22]=12)(=[O:17])[C:13]([CH3:16])([CH3:15])[CH3:14] |f:0.1,4.5|. Reported procedure: A 1.6 N n-butyllithium/n-hexane solution (2.9 ml) was added to a solution of 0.92 g of 7-pivaloylimidazo[5,1-b]thiazole in 20 ml of dry THF in an argon atmosphere at −50° C. The mixture was stirred at the same temperature for 20 min. Tri-n-butylstannyl chloride (1.3 ml) was added thereto, followed by stirring for 20 min. A saturated aqueous ammonium chloride solution was added to the reaction mixture. Ethyl acetate was added thereto. The mixture was washed with water and saturated brine in that ... Reactants: C(C=C)N(C)CCCCCCOC=1C=C2CCNC(C2=CC1)C1=CC=C(C=C1)Br ((RS)-allyl-[6-[1-(4-bromo-phenyl)-1,2,3,4-tetra-hydro-isoquinolin-6-yloxy]-hexyl]-methyl-amine), [OH-].[Na+] (sodium hydroxide), NaH2PO3, C=O (formaldehyde). Run in O1CCOCC1 (dioxan). Conditions: temperature 65 celsius. Product: C(C=C)N(C)CCCCCCOC=1C=C2CCN(C(C2=CC1)C1=CC=C(C=C1)Br)C ((RS)-allyl-[6-[1-(4-bromo-phenyl)-2-methyl-1,2,3,4-tetrahydro-isoquinolin-6-yloxy]-hexyl]-methyl-amine). As a reaction SMILES: [CH2:1]([N:4]([CH2:6][CH2:7][CH2:8][CH2:9][CH2:10][CH2:11][O:12][C:13]1[CH:14]=[C:15]2[C:20](=[CH:21][CH:22]=1)[CH:19]([C:23]1[CH:28]=[CH:27][C:26]([Br:29])=[CH:25][CH:24]=1)[NH:18][CH2:17][CH2:16]2)[CH3:5])[CH:2]=[CH2:3].[CH2:30]=O.[OH-].[Na+]>O1CCOCC1>[CH2:1]([N:4]([CH2:6][CH2:7][CH2:8][CH2:9][CH2:10][CH2:11][O:12][C:13]1[CH:14]=[C:15]2[C:20](=[CH:21][CH:22]=1)[CH:19]([C:23]1[CH:28]=[CH:27][C:26]([Br:29])=[CH:25][CH:24]=1)[N:18]([CH3:30])[CH2:17][CH2:16]2)[CH3:5])[CH:2]=[CH2:3] |f:2.3|. Procedure: 0.1 g of (RS)-allyl-[6-[1-(4-bromo-phenyl)-1,2,3,4-tetra-hydro-isoquinolin-6-yloxy]-hexyl]-methyl-amine (Ex. 21) is taken up in 2 ml of a 1M NaH2PO3 solution and treated with 2 ml of dioxan as a solubilizer. After the addition of 2 ml of a 37% aqueous formaldehyde solution the mixture is heated to 65° C. for 48 hrs. For the working-up, the mixture is adjusted to pH >12 with 4M aqueous sodium hydroxide solution and extracted with ethyl acetate. After evaporation of the extracts and chromatography...